Dataset: the Open Reaction Database (ORD), a public repository of structured organic reaction records. Task: describe an organic reaction: reactants, conditions, products, and yield Starting materials: FCC(CC1=C(C=C(C=C1Cl)Cl)Cl)NOC (N-[1-fluoromethyl-2-(2,4,6-trichloro-phenyl)-ethyl]-O-methylhydroxylamine), N1=C(C=CC=C1C)C (2,6-lutidine), FC1=C(C(=NN1C)C)C(=O)F (5-fluoro-1,3-dimethyl-1H-pyrazole-4-carbonyl fluoride). Run in ClC1=CC=CC=C1 (chlorobenzene), ClCCl (dichloromethane). Run at temperature 130 celsius. The product is FCC(CC1=C(C=C(C=C1Cl)Cl)Cl)N(C(=O)C=1C(=NN(C1F)C)C)OC (5-fluoro-1,3-dimethyl-1H-pyrazole-4-carboxylic acid [1-fluoromethyl-2-(2,4,6-trichlorophenyl)-ethyl]-methoxy-amide). Isolated yield 6.7%. As a reaction SMILES: [F:1][CH2:2][CH:3]([NH:14][O:15][CH3:16])[CH2:4][C:5]1[C:10]([Cl:11])=[CH:9][C:8]([Cl:12])=[CH:7][C:6]=1[Cl:13].N1C(C)=CC=CC=1C.[F:25][C:26]1[N:30]([CH3:31])[N:29]=[C:28]([CH3:32])[C:27]=1[C:33](F)=[O:34]>ClC1C=CC=CC=1.ClCCl>[F:1][CH2:2][CH:3]([N:14]([O:15][CH3:16])[C:33]([C:27]1[C:28]([CH3:32])=[N:29][N:30]([CH3:31])[C:26]=1[F:25])=[O:34])[CH2:4][C:5]1[C:6]([Cl:13])=[CH:7][C:8]([Cl:12])=[CH:9][C:10]=1[Cl:11]. Procedure details: To a stirred solution of N-[1-fluoromethyl-2-(2,4,6-trichloro-phenyl)-ethyl]-O-methylhydroxylamine (0.20 g; 0.70 mmol), prepared as described in example P6f2 in chlorobenzene (3.8 ml) was added 2,6-lutidine (85 μl; 0.74 mmol) and 5-fluoro-1,3-dimethyl-1H-pyrazole-4-carbonyl fluoride (0.11 g; 0.70 mmol). The yellow solution was stirred at reflux (130° C.) for 22 hours. The dark brown solution was dissolved in dichloromethane (20 ml), washed with 1 M sodium hydroxide solution (20 ml), 1 M hydrochl... Reactants: COC1=C2C(=C(N=C1)C1=NNC(=C1)C(=O)OCC)NC=C2C(C(N2CCN(CC2)C2=NN=NN2C2=CC=CC=C2)=O)=O (ethyl 3-(4-methoxy-3-(2-oxo-2-(4-(1-phenyl-1H-tetrazol-5-yl)piperazin-1-yl)acetyl)-1H-pyrrolo[2,3-c]pyridin-7-yl)-1H-pyrazole-5-carboxylate), Cl (HCl), O[Li].O (LiOH hydrate), LiOH monohydrate. The solvent is CN(C)C=O (DMF), O (H2O), O (H2O), O (H2O). Run at temperature 120 celsius. The product is COC1=C2C(=C(N=C1)C1=NNC(=C1)C(=O)O)NC=C2C(C(N2CCN(CC2)C2=NN=NN2C2=CC=CC=C2)=O)=O (3-(4-methoxy-3-(2-oxo-2-(4-(1-phenyl-1H-tetrazol-5-yl)piperazin-1-yl)acetyl)-1H-pyrrolo[2,3-c]pyridin-7-yl)-1H-pyrazole-5-carboxylic acid). RXN SMILES: [CH3:1][O:2][C:3]1[CH:8]=[N:7][C:6]([C:9]2[CH:13]=[C:12]([C:14]([O:16]CC)=[O:15])[NH:11][N:10]=2)=[C:5]2[NH:19][CH:20]=[C:21]([C:22](=[O:42])[C:23](=[O:41])[N:24]3[CH2:29][CH2:28][N:27]([C:30]4[N:34]([C:35]5[CH:40]=[CH:39][CH:38]=[CH:37][CH:36]=5)[N:33]=[N:32][N:31]=4)[CH2:26][CH2:25]3)[C:4]=12.O[Li].O.Cl>CN(C=O)C.O>[CH3:1][O:2][C:3]1[CH:8]=[N:7][C:6]([C:9]2[CH:13]=[C:12]([C:14]([OH:16])=[O:15])[NH:11][N:10]=2)=[C:5]2[NH:19][CH:20]=[C:21]([C:22](=[O:42])[C:23](=[O:41])[N:24]3[CH2:25][CH2:26][N:27]([C:30]4[N:34]([C:35]5[CH:40]=[CH:39][CH:38]=[CH:37][CH:36]=5)[N:33]=[N:32][N:31]=4)[CH2:28][CH2:29]3)[C:4]=12 |f:1.2|. Procedure details: To a suspension of ethyl 3-(4-methoxy-3-(2-oxo-2-(4-(1-phenyl-1H-tetrazol-5-yl)piperazin-1-yl)acetyl)-1H-pyrrolo[2,3-c]pyridin-7-yl)-1H-pyrazole-5-carboxylate (0.124 g, 0.217 mmol) in DMF (1.5 mL) and H2O (1.5 mL) was added LiOH monohydrate (0.027 g, 0.651 mmol). The mixture was heated to 120° C. for 24 h. The reaction was not complete, so an additional 0.05 g of LiOH hydrate along with 2 mL of H2O were added to the mixture, and it was again heated to 120° C. After 24 h of heating, the reaction ... Run in C([O-])(O)=O.[Na+] (sodium bicarbonate), C(Cl)Cl (methylene chloride). Yields the product BrCC1=CC=C(CN2N=CC(=C2)Cl)C=C1 (1-(4-(bromomethyl)benzyl)-4-chloro-1H-pyrazole). The reactants are ClC=1C=NN(C1)CC1=CC=C(C=C1)CO ((4-((4-chloro-1H-pyrazol-1-yl)methyl)phenyl)methanol), P(Br)(Br)Br (PBr3). RXN SMILES: [Cl:1][C:2]1[CH:3]=[N:4][N:5]([CH2:7][C:8]2[CH:13]=[CH:12][C:11]([CH2:14]O)=[CH:10][CH:9]=2)[CH:6]=1.P(Br)(Br)[Br:17]>C(Cl)Cl.C(=O)(O)[O-].[Na+]>[Br:17][CH2:14][C:11]1[CH:12]=[CH:13][C:8]([CH2:7][N:5]2[CH:6]=[C:2]([Cl:1])[CH:3]=[N:4]2)=[CH:9][CH:10]=1 |f:3.4|. Procedure details: A solution of (4-((4-chloro-1H-pyrazol-1-yl)methyl)phenyl)methanol (0.375 g, 1.68 mmol) in methylene chloride (7 mL) at 0° C. under a nitrogen atmosphere was treated with PBr3 (0.456 g, 1.68 mmol) and the mixture was warmed to rt and stirred for 1 h. After this time, the mixture was diluted with saturated aqueous sodium bicarbonate and ice and then extracted with dichloromethane. The combined organic layer was dried over anhydrous sodium sulfate, filtered, and the filtrate was concentrated. The ... The yield is 71.3%. Conditions: time 1 hour. The reactants are CCCC[N+](CCCC)(CCCC)CCCC, COc1cc(-c2cnc3c(n2)c(C(=O)C2(C)CC2)cn3[Si](C(C)C)(C(C)C)C(C)C)cc(OC)c1OC, [F-], C1CCOC1. The product is COc1cc(-c2cnc3[nH]cc(C(=O)C4(C)CC4)c3n2)cc(OC)c1OC. Reaction SMILES: [CH2:39]([N+:40]([CH2:41][CH2:42][CH2:43][CH3:44])([CH2:45][CH2:46][CH2:47][CH3:48])[CH2:49][CH2:50][CH2:51][CH3:52])[CH2:53][CH2:54][CH3:55].[CH3:1][C:2]1([C:5](=[O:6])[c:7]2[cH:8][n:9]([Si:28]([CH:29]([CH3:30])[CH3:31])([CH:32]([CH3:33])[CH3:34])[CH:35]([CH3:36])[CH3:37])[c:10]3[n:11][cH:12][c:13](-[c:16]4[cH:17][c:18]([O:26][CH3:27])[c:19]([O:24][CH3:25])[c:20]([O:22][CH3:23])[cH:21]4)[n:14][c:15]23)[CH2:3][CH2:4]1.[F-:38].[O:56]1[CH2:57][CH2:58][CH2:59][CH2:60]1>>[CH3:1][C:2]1([C:5](=[O:6])[c:7]2[cH:8][nH:9][c:10]3[n:11][cH:12][c:13](-[c:16]4[cH:17][c:18]([O:26][CH3:27])[c:19]([O:24][CH3:25])[c:20]([O:22][CH3:23])[cH:21]4)[n:14][c:15]23)[CH2:3][CH2:4]1. The yield is 90.3%. The solvent is C(C)(=O)O (acetic acid). Reaction SMILES: [F:1][C:2]1[CH:7]=[C:6]([F:8])[CH:5]=[CH:4][C:3]=1[N:9]1[C:18]2[C:13](=[CH:14][C:15]([F:22])=[C:16]([F:21])[C:17]=2[C:19]#[CH:20])[C:12](=[O:23])[C:11]([C:24]([O:26]CC)=[O:25])=[CH:10]1.O.S(=O)(=O)(O)O>C(O)(=O)C>[F:1][C:2]1[CH:7]=[C:6]([F:8])[CH:5]=[CH:4][C:3]=1[N:9]1[C:18]2[C:13](=[CH:14][C:15]([F:22])=[C:16]([F:21])[C:17]=2[C:19]#[CH:20])[C:12](=[O:23])[C:11]([C:24]([OH:26])=[O:25])=[CH:10]1. Product: FC1=C(C=CC(=C1)F)N1C=C(C(C2=CC(=C(C(=C12)C#C)F)F)=O)C(=O)O (1-(2,4-difluorophenyl)-8-ethinyl-6,7-difluoro-1,4-dihydro-4-oxo-3-quinolinecarboxylic acid). Procedure: 1.17 g of ethyl 1-(2,4-difluorophenyl)-8-ethinyl-6,7-difluoro-1,4-dihydro-4-oxo-3-quinolinecarboxylate are refluxed for 1 hour in a mixture of 9 ml of glacial acetic acid, 0.75 ml of water and 0.2 ml of concentrated sulphuric acid. The solid which has crystallised out at room temperature is filtered off with suction and dried. 0.98 g of 1-(2,4-difluorophenyl)-8-ethinyl-6,7-difluoro-1,4-dihydro-4-oxo-3-quinolinecarboxylic acid is obtained (90% of theory). The reactants are FC1=C(C=CC(=C1)F)N1C=C(C(C2=CC(=C(C(=C12)C#C)F)F)=O)C(=O)OCC (ethyl 1-(2,4-difluorophenyl)-8-ethinyl-6,7-difluoro-1,4-dihydro-4-oxo-3-quinolinecarboxylate), O (water), S(O)(O)(=O)=O (sulphuric acid).